Dataset: the Open Reaction Database (ORD), a public repository of structured organic reaction records. Task: describe an organic reaction: reactants, conditions, products, and yield Starting materials: COc1ccc2[nH]cc(Cc3nc4cc(F)ccc4c4nc(N)nn34)c2c1, Nc1nc2c3ccc(F)cc3nc(Cc3ccc4c(c3)OCO4)n2n1, NCCO. As a reaction SMILES: [F:1][c:2]1[cH:3][cH:4][c:5]2[c:6]3[n:7]([c:8]([CH2:12][c:13]4[cH:14][nH:15][c:16]5[cH:17][cH:18][c:19]([O:22][CH3:23])[cH:20][c:21]45)[n:9][c:10]2[cH:11]1)[n:24][c:25]([NH2:27])[n:26]3.[O:28]1[c:29]2[cH:30][cH:31][c:32]([CH2:33][c:34]3[n:35]4[n:36][c:37]([NH2:38])[n:39][c:40]4[c:41]4[cH:42][cH:43][c:44]([F:45])[cH:46][c:47]4[n:48]3)[cH:49][c:50]2[O:51][CH2:52]1.[OH:53][CH2:54][CH2:55][NH2:56]>>[c:2]1([NH:56][CH2:55][CH2:54][OH:53])[cH:3][cH:4][c:5]2[c:6]3[n:7]([c:8]([CH2:12][c:13]4[cH:14][nH:15][c:16]5[cH:17][cH:18][c:19]([O:22][CH3:23])[cH:20][c:21]45)[n:9][c:10]2[cH:11]1)[n:24][c:25]([NH2:27])[n:26]3. Yields the product COc1ccc2[nH]cc(Cc3nc4cc(NCCO)ccc4c4nc(N)nn34)c2c1.